From a dataset of the Open Reaction Database (ORD), a public repository of structured organic reaction records. describe an organic reaction: reactants, conditions, products, and yield Starting materials: ester, ( 9 ), Li t-butoxide, ( 9 ), ( 9 ), C(C)(=O)O (acetic acid), amide, ClCCl (dichloromethane), Cbz, CC1=C2[C@H](C(=O)[C@@]3([C@H](C[C@@H]4[C@]([C@H]3[C@@H]([C@@](C2(C)C)(C[C@@H]1OC(=O)[C@@H]([C@H](C=5C=CC=CC5)NC(=O)C=6C=CC=CC6)O)O)OC(=O)C=7C=CC=CC7)(CO4)OC(=O)C)O)C)OC(=O)C (paclitaxel), 2-OH. Yields the product C(C1=CC=CC=C1)(=O)Cl (benzoyl chloride), 2-benzoyl. Procedure details: Before the C-4 sidechain can be added to the C-7 Cbz protected paclitaxel analog (9), the analog (9) must undergo protection of the 2-OH. The protection step is carried out by treating the reaction mixture containing analog (9) with an acid, preferably acetic acid to neutralize the reaction mixture. The dichloromethane in the neutralized reaction mixture is exchanged for ethyl acetate or other ester or amide organic solvent, and the resulting solution of 9 is treated with a strong base, preferab... Solvent: C(C)(=O)OCC (ethyl acetate). RXN SMILES: C[C:2]1[C@@H:19](OC([C@H](O)[C@@H](NC(C2C=CC=CC=2)=O)C2C=CC=CC=2)=O)[CH2:18][C@:14]2(O)[C:15](C)(C)[C:3]=1[C@@H:4]([O:59]C(C)=O)C([C@@]1(C)[C@H]([C@@H]2OC(C2C=CC=CC=2)=O)[C@]2(OC(C)=O)CO[C@@H]2C[C@@H]1O)=O.C(O)(=O)C.[Cl:67]CCl>C(OCC)(=O)C>[C:4]([Cl:67])(=[O:59])[C:3]1[CH:15]=[CH:14][CH:18]=[CH:19][CH:2]=1.